From a dataset of the Open Reaction Database (ORD), a public repository of structured organic reaction records. describe an organic reaction: reactants, conditions, products, and yield Starting materials: S=C=S, O=C([O-])[O-], CC(C)CNC(CO)CC(C)C, CCC(C)=O, [Cs+], [Cs+]. The product is CC(C)CC1CSC(=S)N1CC(C)C. RXN SMILES: [C:13](=[S:14])=[S:15].[C:16](=[O:17])([O-:18])[O-:19].[CH3:1][CH:2]([CH2:3][CH:4]([CH2:5][OH:6])[NH:7][CH2:8][CH:9]([CH3:10])[CH3:11])[CH3:12].[CH3:22][C:23](=[O:24])[CH2:25][CH3:26].[Cs+:20].[Cs+:21]>>[CH3:1][CH:2]([CH2:3][CH:4]1[CH2:5][S:15][C:13](=[S:14])[N:7]1[CH2:8][CH:9]([CH3:10])[CH3:11])[CH3:12]. Reactants: C[O-], CO, C=CN(C=O)CCC(=O)OC, [Na+], OCCNCCO. The product is C=CN(C=O)CCC(=O)N(CCO)CCO. As a reaction SMILES: [CH3:19][O-:20].[CH3:22][OH:23].[CH:1](=[CH2:2])[N:3]([CH:4]=[O:5])[CH2:6][CH2:7][C:8]([O:10][CH3:9])=[O:11].[Na+:21].[OH:12][CH2:13][CH2:14][NH:15][CH2:16][CH2:17][OH:18]>>[CH:1](=[CH2:2])[N:3]([CH:4]=[O:5])[CH2:6][CH2:7][C:8](=[O:10])[N:15]([CH2:14][CH2:13][OH:12])[CH2:16][CH2:17][OH:18]. Starting materials: C(C)C=1C(NC(N([C@H]2C[C@H](O)[C@@H](CCCO)O2)C1)=O)=O (2',5'-dideoxy-5-ethyl-5'-(2-hydroxyethyl)uridine), C1(=CC=CC=C1)P(C1=CC=CC=C1)C1=CC=CC=C1 (triphenylphosphine), [N-]=[N+]=[N-].[Na+] (sodium azide), C(Br)(Br)(Br)Br (carbon tetrabromide). The solvent is CN(C=O)C (dimethylformamide). Run at time 8 hour. The product is N(=[N+]=[N-])CCC[C@@H]1[C@H](C[C@@H](O1)N1C(=O)NC(=O)C(=C1)CC)O (5'-(2-azidoethyl)-2',5'-dideoxy-5-ethyluridine). Yield: 20.6%. Reaction SMILES: [CH2:1]([C:3]1[C:4](=[O:20])[NH:5][C:6](=[O:19])[N:7]([CH:18]=1)[C@@H:8]1[O:17][C@H:12]([CH2:13][CH2:14][CH2:15]O)[C@@H:10]([OH:11])[CH2:9]1)[CH3:2].C1(P(C2C=CC=CC=2)C2C=CC=CC=2)C=CC=CC=1.[N-:40]=[N+:41]=[N-:42].[Na+].C(Br)(Br)(Br)Br>CN(C)C=O>[N:40]([CH2:15][CH2:14][CH2:13][C@H:12]1[O:17][C@@H:8]([N:7]2[CH:18]=[C:3]([CH2:1][CH3:2])[C:4](=[O:20])[NH:5][C:6]2=[O:19])[CH2:9][C@@H:10]1[OH:11])=[N+:41]=[N-:42] |f:2.3|. Procedure: A mixture of 1.25 g of 2',5'-dideoxy-5-ethyl-5'-(2-hydroxyethyl)uridine, 1.18 g of triphenylphosphine, 1.49 g of sodium azide and 1.55 g of carbon tetrabromide in 30 ml of dimethylformamide was stirred at room temperature overnight. The mixture was evaporated to dryness and the residue was partitioned between ethyl acetate and water. The ethyl acetate solution was evaporated to dryness and the residue was subjected to flash chromatography on a column of silica gel using 1% methanol/dichlorometha... The product is COC([C@@]1(OC2=C([C@H]([C@@H]1O)N(CC=1NC=CN1)C1=CC=C(C=C1)Cl)C=C(C=C2)[N+](=O)[O-])C)OC ((2R,3S,4R)-3,4-dihydro-2-dimethoxymethyl-3-hydroxy-2-methyl-6-nitro-4-[N-(4-chlorophenyl)-N-(1H-imidazol-2-ylmethyl)amino]-2H-1-benzopyran). Reported procedure: The title compound (269 mg, 63%) was prepared using (2S,3S,4S)-3,4-dihydro-2-dimethoxymethyl-3,4-epoxy-2-methyl-6-nitro-2H-1-benzopyran (129 mg, 0.46 mmol) and 4-chlorophenyl-1H-imidazol-2-ylmethylamine (183 mg, 0.88 mmol), according to the same procedure used for the preparation of example 1 above. The yield is 119.6%. RXN SMILES: [CH3:1][O:2][CH:3]([O:19][CH3:20])[C@:4]1([CH3:18])[C@H:9]2[O:10][C@H:8]2[C:7]2[CH:11]=[C:12]([N+:15]([O-:17])=[O:16])[CH:13]=[CH:14][C:6]=2[O:5]1.[Cl:21][C:22]1[CH:27]=[CH:26][C:25]([NH:28][CH2:29][C:30]2[NH:31][CH:32]=[CH:33][N:34]=2)=[CH:24][CH:23]=1>>[CH3:1][O:2][CH:3]([O:19][CH3:20])[C@@:4]1([CH3:18])[C@@H:9]([OH:10])[C@H:8]([N:28]([C:25]2[CH:26]=[CH:27][C:22]([Cl:21])=[CH:23][CH:24]=2)[CH2:29][C:30]2[NH:31][CH:32]=[CH:33][N:34]=2)[C:7]2[CH:11]=[C:12]([N+:15]([O-:17])=[O:16])[CH:13]=[CH:14][C:6]=2[O:5]1. Starting materials: COC([C@]1(OC2=C([C@H]3[C@@H]1O3)C=C(C=C2)[N+](=O)[O-])C)OC ((2S,3S,4S)-3,4-dihydro-2-dimethoxymethyl-3,4-epoxy-2-methyl-6-nitro-2H-1-benzopyran), ClC1=CC=C(C=C1)NCC=1NC=CN1 (4-chlorophenyl-1H-imidazol-2-ylmethylamine).